This data is from the Open Reaction Database (ORD), a public repository of structured organic reaction records. The task is: describe an organic reaction: reactants, conditions, products, and yield The reactants are C#CCN(C)C, [Cu]I, CCCS(=O)(=O)Nc1ccc(F)c(C(=O)Nc2cnc3c(c2)cc(I)n3S(=O)(=O)c2ccccc2)c1F, Cl[Pd]Cl, c1ccc(P(c2ccccc2)c2ccccc2)cc1, c1ccc(P(c2ccccc2)c2ccccc2)cc1. Yields the product CCCS(=O)(=O)Nc1ccc(F)c(C(=O)Nc2cnc3c(c2)cc(C#CCN(C)C)n3S(=O)(=O)c2ccccc2)c1F. RXN SMILES: [CH3:38][N:39]([CH2:40][C:41]#[CH:42])[CH3:43].[Cu:44][I:45].[F:1][c:2]1[c:3]([C:4](=[O:5])[NH:6][c:7]2[cH:8][c:9]3[c:10]([n:11][cH:12]2)[n:13]([S:17](=[O:18])(=[O:19])[c:20]2[cH:21][cH:22][cH:23][cH:24][cH:25]2)[c:14]([I:16])[cH:15]3)[c:26]([F:37])[cH:27][cH:28][c:29]1[NH:30][S:31](=[O:32])(=[O:33])[CH2:34][CH2:35][CH3:36].[Pd:46]([Cl:47])[Cl:48].[c:49]1([P:50]([c:51]2[cH:52][cH:53][cH:54][cH:55][cH:56]2)[c:57]2[cH:58][cH:59][cH:60][cH:61][cH:62]2)[cH:63][cH:64][cH:65][cH:66][cH:67]1.[c:68]1([P:69]([c:70]2[cH:71][cH:72][cH:73][cH:74][cH:75]2)[c:76]2[cH:77][cH:78][cH:79][cH:80][cH:81]2)[cH:82][cH:83][cH:84][cH:85][cH:86]1>>[F:1][c:2]1[c:3]([C:4](=[O:5])[NH:6][c:7]2[cH:8][c:9]3[c:10]([n:11][cH:12]2)[n:13]([S:17](=[O:18])(=[O:19])[c:20]2[cH:21][cH:22][cH:23][cH:24][cH:25]2)[c:14]([C:42]#[C:41][CH2:40][N:39]([CH3:38])[CH3:43])[cH:15]3)[c:26]([F:37])[cH:27][cH:28][c:29]1[NH:30][S:31](=[O:32])(=[O:33])[CH2:34][CH2:35][CH3:36]. Starting materials: C(CCC)OC1=NC(=C2N=C(N(C2=N1)CCCC1CCNCC1)OC)N (2-(butyloxy)-8-(methyloxy)-9-[3-(4-piperidinyl)propyl]-9H-purin-6-amine), ICC(C)C (1-iodo-2-methylpropane). Yields the product NC1=C2NC(N(C2=NC(=N1)OCCCC)CCCC1CCN(CC1)CC(C)C)=O (6-Amino-2-(butyloxy)-9-{3-[1-(2-methylpropyl)-4-piperidinyl]propyl}-7,9-dihydro-8H-purin-8-one). RXN SMILES: [CH2:1]([O:5][C:6]1[N:14]=[C:13]2[C:9]([N:10]=[C:11]([O:24]C)[N:12]2[CH2:15][CH2:16][CH2:17][CH:18]2[CH2:23][CH2:22][NH:21][CH2:20][CH2:19]2)=[C:8]([NH2:26])[N:7]=1)[CH2:2][CH2:3][CH3:4].I[CH2:28][CH:29]([CH3:31])[CH3:30]>>[NH2:26][C:8]1[N:7]=[C:6]([O:5][CH2:1][CH2:2][CH2:3][CH3:4])[N:14]=[C:13]2[C:9]=1[NH:10][C:11](=[O:24])[N:12]2[CH2:15][CH2:16][CH2:17][CH:18]1[CH2:19][CH2:20][N:21]([CH2:28][CH:29]([CH3:31])[CH3:30])[CH2:22][CH2:23]1. Procedure: Prepared similarly to Example 14 from 2-(butyloxy)-8-(methyloxy)-9-[3-(4-piperidinyl)propyl]-9H-purin-6-amine and 1-iodo-2-methylpropane. Reactants: CC(C)n1cc(C=NO)c(-c2ccc([N+](=O)[O-])o2)n1, ClCCCl, O=S(Cl)Cl. Yields the product CC(C)n1cc(C#N)c(-c2ccc([N+](=O)[O-])o2)n1. As a reaction SMILES: [CH:1]([CH3:2])([CH3:3])[n:4]1[n:5][c:6](-[c:12]2[o:13][c:14]([N+:17](=[O:18])[O-:19])[cH:15][cH:16]2)[c:7]([CH:9]=[N:10][OH:11])[cH:8]1.[Cl:24][CH2:25][CH2:26][Cl:27].[S:20]([Cl:21])([Cl:22])=[O:23]>>[CH:1]([CH3:2])([CH3:3])[n:4]1[n:5][c:6](-[c:12]2[o:13][c:14]([N+:17](=[O:18])[O-:19])[cH:15][cH:16]2)[c:7]([C:9]#[N:10])[cH:8]1. Procedure: 4-(5,6-Dimethyl-[2,3′]bipyridin-3-yloxy)-6-methoxy-quinolin-7-ol (compound 345) (45 mg) was dissolved in N,N-dimethylformamide (2 ml) to prepare a solution. Potassium carbonate (50 mg) and 4-bromo-1-butanol (55 mg) were added to the solution, and the mixture was stirred at room temperature overnight. Water was added to the reaction solution, the mixture was extracted with ethyl acetate, and the ethyl acetate layer was then washed with saturated brine and was dried over anhydrous sodium sulfate. ... Reactants: O (Water), CC=1C=C(C(=NC1C)C=1C=NC=CC1)OC1=CC=NC2=CC(=C(C=C12)OC)O (4-(5,6-Dimethyl-[2,3′]bipyridin-3-yloxy)-6-methoxy-quinolin-7-ol), CC=1C=C(C(=NC1C)C=1C=NC=CC1)OC1=CC=NC2=CC(=C(C=C12)OC)O (4-(5,6-Dimethyl-[2,3′]bipyridin-3-yloxy)-6-methoxy-quinolin-7-ol), C([O-])([O-])=O.[K+].[K+] (Potassium carbonate), BrCCCCO (4-bromo-1-butanol). The product is CC=1C=C(C(=NC1C)C=1C=NC=CC1)OC1=CC=NC2=CC(=C(C=C12)OC)OCCCCO (4-[4-(5,6-Dimethyl-[2,3′]bipyridin-3-yloxy)-6-methoxy-quinolin-7-yloxy]-butan-1-ol). Yield: 35.4%. As a reaction SMILES: [CH3:1][C:2]1[CH:3]=[C:4]([O:15][C:16]2[C:25]3[C:20](=[CH:21][C:22]([OH:28])=[C:23]([O:26][CH3:27])[CH:24]=3)[N:19]=[CH:18][CH:17]=2)[C:5]([C:9]2[CH:10]=[N:11][CH:12]=[CH:13][CH:14]=2)=[N:6][C:7]=1[CH3:8].C(=O)([O-])[O-].[K+].[K+].Br[CH2:36][CH2:37][CH2:38][CH2:39][OH:40].O>CN(C)C=O>[CH3:1][C:2]1[CH:3]=[C:4]([O:15][C:16]2[C:25]3[C:20](=[CH:21][C:22]([O:28][CH2:36][CH2:37][CH2:38][CH2:39][OH:40])=[C:23]([O:26][CH3:27])[CH:24]=3)[N:19]=[CH:18][CH:17]=2)[C:5]([C:9]2[CH:10]=[N:11][CH:12]=[CH:13][CH:14]=2)=[N:6][C:7]=1[CH3:8] |f:1.2.3|. Run at time 8 hour. The solvent is CN(C=O)C (N,N-dimethylformamide). The reactants are CCCc1c(OCCCOc2cccc(NC(=O)C(=O)OC)c2C)ccc(C(C)=O)c1O, Cc1ccccc1. Product: CCCc1c(OCCCOc2cccc(NC(=O)C(=O)O)c2C)ccc(C(C)=O)c1O. As a reaction SMILES: [CH3:1][O:2][C:3]([C:4](=[O:5])[NH:6][c:7]1[c:8]([CH3:31])[c:9]([O:13][CH2:14][CH2:15][CH2:16][O:17][c:18]2[c:19]([CH2:28][CH2:29][CH3:30])[c:20]([OH:27])[c:21]([C:24]([CH3:25])=[O:26])[cH:22][cH:23]2)[cH:10][cH:11][cH:12]1)=[O:32].[CH3:33][c:34]1[cH:35][cH:36][cH:37][cH:38][cH:39]1>>[O:2]=[C:3]([C:4](=[O:5])[NH:6][c:7]1[c:8]([CH3:31])[c:9]([O:13][CH2:14][CH2:15][CH2:16][O:17][c:18]2[c:19]([CH2:28][CH2:29][CH3:30])[c:20]([OH:27])[c:21]([C:24]([CH3:25])=[O:26])[cH:22][cH:23]2)[cH:10][cH:11][cH:12]1)[OH:32]. Starting materials: COCCO, COC(=O)CN(C)C(=S)c1cccc2c(SC(F)(F)F)c(OC)ccc12, [Na+], [OH-], O. Yields the product COc1ccc2c(C(=S)N(C)CC(=O)O)cccc2c1SC(F)(F)F. Reaction SMILES: [CH3:30][O:31][CH2:32][CH2:33][OH:34].[CH3:3][O:4][C:5]([CH2:6][N:7]([CH3:8])[C:9](=[S:10])[c:11]1[cH:12][cH:13][cH:14][c:15]2[c:16]([S:23][C:24]([F:25])([F:26])[F:27])[c:17]([O:21][CH3:22])[cH:18][cH:19][c:20]12)=[O:28].[Na+:2].[OH-:1].[OH2:29]>>[O:4]=[C:5]([CH2:6][N:7]([CH3:8])[C:9](=[S:10])[c:11]1[cH:12][cH:13][cH:14][c:15]2[c:16]([S:23][C:24]([F:25])([F:26])[F:27])[c:17]([O:21][CH3:22])[cH:18][cH:19][c:20]12)[OH:28]. Starting materials: CC1(C)OCC(CON2C(=O)c3ccccc3C2=O)O1, CC1(C)OCC(CO)O1, CNN, ClCCl. Yields the product CC1(C)OCC(CON)O1, CC1(C)OCC(CO)O1. RXN SMILES: [CH3:10][C:11]1([CH3:29])[O:12][CH2:13][CH:14]([CH2:16][O:17][N:18]2[C:19](=[O:20])[c:21]3[c:22]([cH:23][cH:24][cH:25][cH:26]3)[C:27]2=[O:28])[O:15]1.[CH3:1][C:2]1([CH3:9])[O:3][CH2:4][CH:5]([CH2:7][OH:8])[O:6]1.[CH3:30][NH:31][NH2:32].[Cl:33][CH2:34][Cl:35]>>[CH3:10][C:11]1([CH3:29])[O:12][CH2:13][CH:14]([CH2:16][O:17][NH2:18])[O:15]1.[CH3:1][C:2]1([CH3:9])[O:3][CH2:4][CH:5]([CH2:7][OH:8])[O:6]1.